Dataset: the Open Reaction Database (ORD), a public repository of structured organic reaction records. Task: describe an organic reaction: reactants, conditions, products, and yield Starting materials: C(=O)[O-].[NH4+] (ammonium formate), CN1C(CCCC2=C1C=C(C(=C2)[N+](=O)[O-])OC(C)C)=O (1-methyl-7-nitro-8-(propan-2-yloxy)-1,3,4,5-tetrahydro-2H-1-benzazepin-2-one). The reagents and catalysts are [Pd] (Pd/C). Run in CO (methanol). Reaction conditions: temperature 80 celsius. Product: NC=1C(=CC2=C(CCCC(N2C)=O)C1)OC(C)C (7-amino-1-methyl-8-(propan-2-yloxy)-1,3,4,5-tetrahydro-2H-1-benzazepin-2-one). The yield is 99.3%. RXN SMILES: [CH3:1][N:2]1[C:8]2[CH:9]=[C:10]([O:16][CH:17]([CH3:19])[CH3:18])[C:11]([N+:13]([O-])=O)=[CH:12][C:7]=2[CH2:6][CH2:5][CH2:4][C:3]1=[O:20].C([O-])=O.[NH4+]>[Pd].CO>[NH2:13][C:11]1[C:10]([O:16][CH:17]([CH3:19])[CH3:18])=[CH:9][C:8]2[N:2]([CH3:1])[C:3](=[O:20])[CH2:4][CH2:5][CH2:6][C:7]=2[CH:12]=1 |f:1.2|. Procedure details: In a microwave tube, 316 mg of 1-methyl-7-nitro-8-(propan-2-yloxy)-1,3,4,5-tetrahydro-2H-1-benzazepin-2-one are introduced into 20 ml of methanol. 443 mg of ammonium formate and 363 mg of Pd/C (10%) are added. The reaction medium is microwave-heated at 80° C. for 5 minutes. The mixture is filtered on Clarcel and the Clarcel is rinsed with methanol. The filtrate is concentrated under reduced pressure, so as to obtain 280 mg of 7-amino-1-methyl-8-(propan-2-yloxy)-1,3,4,5-tetrahydro-2H-1-benzazepin...